Dataset: the Open Reaction Database (ORD), a public repository of structured organic reaction records. Task: describe an organic reaction: reactants, conditions, products, and yield Starting materials: ClCCl, [Na+], [OH-], O, O=S(=O)(Cl)Cl, S=c1[nH]c2nccnc2s1. Yields the product Clc1nc2nccnc2s1. Reaction SMILES: [Cl:11][CH2:12][Cl:13].[Na+:20].[OH-:19].[OH2:21].[S:14]([Cl:15])([Cl:16])(=[O:17])=[O:18].[s:1]1[c:2](=[S:10])[nH:3][c:4]2[n:5][cH:6][cH:7][n:8][c:9]12>>[s:1]1[c:2]([Cl:11])[n:3][c:4]2[n:5][cH:6][cH:7][n:8][c:9]12. Reactants: C[Si](C)(C)C#C (trimethylsilylacetylene), FC(S(=O)(=O)OC=1C=C2C(CC(SC2=CC1)(C)C)=O)(F)F (2,2-dimethyl-4-oxo-thiochroman-6-yl trifluoromethanesulfonate). The reagents and catalysts are Cl[Pd]([P](C1=CC=CC=C1)(C2=CC=CC=C2)C3=CC=CC=C3)([P](C4=CC=CC=C4)(C5=CC=CC=C5)C6=CC=CC=C6)Cl (bis(triphenylphosphine)-palladium(II) chloride). Solvent: O (H2O), CCN(CC)CC (Et3N), CN(C)C=O (DMF). Conditions: temperature 95 celsius. The product is EtOAc hexanes, CC1(SC2=CC=CC=C2C(C1C#C[Si](C)(C)C)=O)C (2,2-dimethyl-trimethylsilanylethynyl-thiochroman-4-one). Isolated yield 90.9%. Reaction SMILES: FC(F)(F)S(O[C:7]1[CH:8]=[C:9]2[C:14](=[CH:15][CH:16]=1)[S:13][C:12]([CH3:18])([CH3:17])[CH2:11][C:10]2=[O:19])(=O)=O.[CH3:22][Si:23]([C:26]#[CH:27])([CH3:25])[CH3:24]>CCN(CC)CC.CN(C=O)C.O.Cl[Pd](Cl)([P](C1C=CC=CC=1)(C1C=CC=CC=1)C1C=CC=CC=1)[P](C1C=CC=CC=1)(C1C=CC=CC=1)C1C=CC=CC=1>[CH3:17][C:12]1([CH3:18])[CH:11]([C:27]#[C:26][Si:23]([CH3:25])([CH3:24])[CH3:22])[C:10](=[O:19])[C:9]2[C:14](=[CH:15][CH:16]=[CH:7][CH:8]=2)[S:13]1 |^1:43,62|. Reported procedure: A solution of 2,2-dimethyl-4-oxo-thiochroman-6-yl trifluoromethanesulfonate (2.88 g. 8.50 mmol) in 10 mL Et3N and 20.0 mL DMF was sparged with argon for 10 minutes. To this solution was added trimethylsilylacetylene (4.15 g. 42.0 mmol) and bis(triphenylphosphine)-palladium(II) chloride (298.0 mg. 0.425 mmol). The solution was heated to 95° C. for 5 h, cooled to room temperature, and diluted with H2O. Extraction with EtOAc was followed by washing the combined organic layers, with H2O and saturate...